describe an organic reaction: reactants, conditions, products, and yield From a dataset of the Open Reaction Database (ORD), a public repository of structured organic reaction records. The solvent is C(C)O (ethanol), C(C)O (ethanol). Reactants: C(C(=O)O)(=O)O (oxalic acid), C(C)(C)C(N)=NO (isopropylcarboxamide oxime), [O-]CC.[Na+] (sodium ethoxide), CN1CCC=C(C1)C(=O)OC (arecoline), Br (HBr). The product is C(C(=O)[O-])(=O)[O-].C[NH+]1CC(=CCC1)C1=NC(=NO1)C(C)C.C[NH+]1CC(=CCC1)C1=NC(=NO1)C(C)C (1-Methyl-3-(3-isopropyl-1,2,4-oxadiazol-5-yl)-1,2,5,6-tetrahydropyridinium oxalate). Reaction conditions: temperature 80 celsius. Reported procedure: 816 mg(8.0 mmol) of isopropylcarboxamide oxime was added to a solution of sodium ethoxide (7.8 mmol) in 20 ml of distilled ethanol and 5 g molecular sieves. The mixture was stirred at room temperature for 10 min whereafter 1.0 g(4.23 mmol) of arecoline, HBr was added. The mixture was heated at 80° C. for 12 hours, filtered, and evaporated in vacuo. 10 ml of water was added to the residue and the mixture was extracted with ether (3×50 ml). The combined extracts were dried with MgSO4 and evaporate... Reaction SMILES: [CH:1]([C:4](=[N:6][OH:7])[NH2:5])([CH3:3])[CH3:2].[O-]CC.[Na+].[CH3:12][N:13]1[CH2:18][C:17]([C:19]([O:21]C)=O)=[CH:16][CH2:15][CH2:14]1.Br.[C:24]([OH:29])(=[O:28])[C:25]([OH:27])=[O:26]>C(O)C>[C:24]([O-:29])(=[O:28])[C:25]([O-:27])=[O:26].[CH3:12][NH+:13]1[CH2:14][CH2:15][CH:16]=[C:17]([C:19]2[O:7][N:6]=[C:4]([CH:1]([CH3:3])[CH3:2])[N:5]=2)[CH2:18]1.[CH3:12][NH+:13]1[CH2:14][CH2:15][CH:16]=[C:17]([C:19]2[O:21][N:6]=[C:4]([CH:1]([CH3:3])[CH3:2])[N:5]=2)[CH2:18]1 |f:1.2,7.8.9|. Yield: 37.0%. Starting materials: C(C=C)CP(=O)Cl (allylmethylphosphinic acid chloride), [O-]C#N.[Na+] (sodium cyanate). Solvent: C(C)#N (acetonitrile). Conditions: time 5.5 hour. Yields the product C(C=C)CP(=O)N=C=O (allylmethylphosphinic acid isocyanate). Isolated yield 70.6%. Reaction SMILES: [CH2:1]([CH2:4][PH:5](Cl)=[O:6])[CH:2]=[CH2:3].[O-:8][C:9]#[N:10].[Na+]>C(#N)C>[CH2:1]([CH2:4][PH:5]([N:10]=[C:9]=[O:8])=[O:6])[CH:2]=[CH2:3] |f:1.2|. Procedure details: 166 g (1.2 mol) of allylmethylphosphinic acid chloride were dissolved in 300 ml of acetonitrile and heated with 78 g (1.2 mol) of sodium cyanate to 50°-55° C. while stirring. After 5.5 hours, the precipitate was filtered off by suction and washed with acetonitrile. The filtrate was then concentrated and the residue distilled at a temperature of 78°-80° C. and at a pressure of 25 Pa. 123 g of allylmethylphosphinic acid isocyanate (71% of theory) were obtained. The reactants are [Br-], C[Mg+], [Cu], N#CC(C#N)=Cc1ccc(OC(F)(F)F)cc1, C1CCOC1. Yields the product CC(c1ccc(OC(F)(F)F)cc1)C(C#N)C#N. RXN SMILES: [Br-:18].[CH3:19][Mg+:20].[Cu:26].[F:1][C:2]([O:3][c:4]1[cH:5][cH:6][c:7]([CH:8]=[C:9]([C:10]#[N:11])[C:12]#[N:13])[cH:14][cH:15]1)([F:16])[F:17].[O:21]1[CH2:22][CH2:23][CH2:24][CH2:25]1>>[F:1][C:2]([O:3][c:4]1[cH:5][cH:6][c:7]([CH:8]([CH:9]([C:10]#[N:11])[C:12]#[N:13])[CH3:19])[cH:14][cH:15]1)([F:16])[F:17]. Starting materials: C(C)(=O)OC(C)=O (acetic anhydride), C(=O)O (formic acid), C(C)(=O)OC(C)=O (acetic anhydride), C(=O)O (formic acid), O.OC(C(=O)O)C1=CN=C(S1)N (2-hydroxy-2-(2-amino-1,3-thiazol-5-yl)acetic acid hydrate), O.OC(C(=O)O)C1=CNC(S1)=N (2-hydroxy-2-(2-imino-2,3-dihydro-1,3-thiazol-5-yl)acetic acid hydrate). Run at time 2 hour. Yields the product C(=O)OC(C(=O)O)C1=CN=C(S1)NC=O (2-formyloxy-2-(2-formylamino-1,3-thiazol-5-yl)acetic acid). Reaction SMILES: [C:1](OC(=O)C)(=[O:3])C.O.[OH:9][CH:10]([C:14]1[S:18][C:17]([NH2:19])=[N:16][CH:15]=1)[C:11]([OH:13])=[O:12].[CH:20](O)=[O:21]>>[CH:1]([O:9][CH:10]([C:14]1[S:18][C:17]([NH:19][CH:20]=[O:21])=[N:16][CH:15]=1)[C:11]([OH:13])=[O:12])=[O:3] |f:1.2|. Reported procedure: A mixture of formic acid (10 m mol) and acetic anhydride (10 m mol) was stirred for 2 hours at 50° to 60° C. and then cooled to -7° to -5° C. To the mixture was added 2-hydroxy-2-(2-amino-1,3-thiazol-5-yl)acetic acid hydrate, which can be represented as 2-hydroxy-2-(2-imino-2,3-dihydro-1,3-thiazol-5-yl)acetic acid hydrate, (0.48 g.) at the same temperature, and the mixture was stirred for 3 hours at the same temperature. To the mixture was further added a mixture of formic acid (2.5 m mol) and a... Starting materials: S(=O)(Cl)Cl.ClC1=CC=C(C=C1)S(=O)(=O)NCC(CC=1C=NC=CC1)C1=CC=C(C=C(C(=O)O)C)C=C1 (4-[1-(4-chlorobenzenesulfonamido)-3-(3-pyridyl)-2-propyl]-α-methylcinnamic acid thionyl chloride), C(C)O (ethanol), C(O)([O-])=O.[Na+] (sodium hydrogencarbonate). Run in C(C)(=O)OCC (ethyl acetate). Reaction conditions: time 3 hour. Yields the product ClC1=CC=C(C=C1)S(=O)(=O)NCC(CC=1C=NC=CC1)C1=CC=C(C=C(C(=O)OCC)C)C=C1 (ethyl 4-[1-(4-chlorobenzenesulfonamido)-3-(3-pyridyl)-2-propyl]-α-methylcinnamate). Reaction SMILES: S(Cl)(Cl)=O.[Cl:5][C:6]1[CH:11]=[CH:10][C:9]([S:12]([NH:15][CH2:16][CH:17]([C:25]2[CH:36]=[CH:35][C:28]([CH:29]=[C:30]([CH3:34])[C:31]([OH:33])=[O:32])=[CH:27][CH:26]=2)[CH2:18][C:19]2[CH:20]=[N:21][CH:22]=[CH:23][CH:24]=2)(=[O:14])=[O:13])=[CH:8][CH:7]=1.[CH2:37](O)[CH3:38].C(=O)([O-])O.[Na+]>C(OCC)(=O)C>[Cl:5][C:6]1[CH:11]=[CH:10][C:9]([S:12]([NH:15][CH2:16][CH:17]([C:25]2[CH:26]=[CH:27][C:28]([CH:29]=[C:30]([CH3:34])[C:31]([O:33][CH2:37][CH3:38])=[O:32])=[CH:35][CH:36]=2)[CH2:18][C:19]2[CH:20]=[N:21][CH:22]=[CH:23][CH:24]=2)(=[O:14])=[O:13])=[CH:8][CH:7]=1 |f:0.1,3.4|. Procedure details: To 0.60 g of 4-[1-(4-chlorobenzenesulfonamido)-3-(3-pyridyl)-2-propyl]-α-methylcinnamic acid thionyl chloride and stirred for one hour. To the mixture was added 5 ml of ethanol at 0° C., and stirred for three hours, followed by dropwise addition of saturated aqueous sodium hydrogencarbonate and extraction with ethyl acetate and then further washing in saturated aqueous sodium chloride solution, and dried over magnesium sulfate to distill off the solvent. The residue obtained was subjected to chr... Starting materials: O=C1OC(=NS1)C(=O)OCC (ethyl 2-oxo-1,3,4-oxathiazole-5-carboxylate), C(#N)C1=CC=C(C(=O)OCC)C=C1 (ethyl p-cyanobenzoate). The solvent is CC(=O)C (acetone). Yields the product C(C)OC(=O)C1=CC=C(C=C1)C1=NC(=NS1)C(=O)OCC (Ethyl 5-(4-Ethoxycarbonylphenyl)-1,2,4-Thiadiazole-3-Carboxylate). Isolated yield 23.5%. RXN SMILES: O=C1[S:6][N:5]=[C:4]([C:7]([O:9][CH2:10][CH3:11])=[O:8])O1.[C:12]([C:14]1[CH:24]=[CH:23][C:17]([C:18]([O:20][CH2:21][CH3:22])=[O:19])=[CH:16][CH:15]=1)#[N:13]>CC(C)=O>[CH2:21]([O:20][C:18]([C:17]1[CH:23]=[CH:24][C:14]([C:12]2[S:6][N:5]=[C:4]([C:7]([O:9][CH2:10][CH3:11])=[O:8])[N:13]=2)=[CH:15][CH:16]=1)=[O:19])[CH3:22]. Procedure details: A solution of 1.75 g (0.010 mol) of ethyl 2-oxo-1,3,4-oxathiazole-5-carboxylate and 17.5 g (0.10 mol) of ethyl p-cyanobenzoate was stirred at 190° C for 72 hours, cooled, and dissolved in acetone. Gc analysis of the solution revealed that the product had formed in 53% yield. Concentration of the solution to 90° C (0.1 torr) and two crystallizations of the residue from ethanol (charcoal) at -20° C gave 0.72 g (23.5%) of beige solid, mp 66°-67.5° C. Reactants: N#Cc1c[nH]c2ccc(CCNC(=O)c3ccc(-c4ccnc(Cl)n4)cc3)cc12, COCCO, CS(C)=O, [H-], [Na+]. Product: COCCOc1nccc(-c2ccc(C(=O)NCCc3ccc4[nH]cc(C#N)c4c3)cc2)n1. RXN SMILES: [C:8](#[N:9])[c:10]1[cH:11][nH:12][c:13]2[cH:14][cH:15][c:16]([CH2:19][CH2:20][NH:21][C:22]([c:23]3[cH:24][cH:25][c:26](-[c:29]4[n:30][c:31]([Cl:35])[n:32][cH:33][cH:34]4)[cH:27][cH:28]3)=[O:36])[cH:17][c:18]12.[CH3:1][O:2][CH2:3][CH2:4][OH:5].[CH3:37][S:38]([CH3:39])=[O:40].[H-:6].[Na+:7]>>[CH3:1][O:2][CH2:3][CH2:4][O:5][c:31]1[n:30][c:29](-[c:26]2[cH:25][cH:24][c:23]([C:22]([NH:21][CH2:20][CH2:19][c:16]3[cH:15][cH:14][c:13]4[nH:12][cH:11][c:10]([C:8]#[N:9])[c:18]4[cH:17]3)=[O:36])[cH:28][cH:27]2)[cH:34][cH:33][n:32]1. Reactants: Nc1nc2c(Oc3cc(-c4ccc(C(F)(F)F)cc4)nc(Cl)n3)cccc2[nH]c1=O, CC(C)(C)OC(=O)N1CCCCC1CN. Yields the product CC(C)(C)OC(=O)N1CCCCC1CNc1nc(Oc2cccc3[nH]c(=O)c(N)nc23)cc(-c2ccc(C(F)(F)F)cc2)n1. RXN SMILES: [NH2:1][c:2]1[c:3](=[O:30])[nH:4][c:5]2[cH:6][cH:7][cH:8][c:9]([O:12][c:13]3[n:14][c:15]([Cl:29])[n:16][c:17](-[c:19]4[cH:20][cH:21][c:22]([C:25]([F:26])([F:27])[F:28])[cH:23][cH:24]4)[cH:18]3)[c:10]2[n:11]1.[NH2:31][CH2:32][CH:33]1[N:34]([C:39](=[O:40])[O:41][C:42]([CH3:43])([CH3:44])[CH3:45])[CH2:35][CH2:36][CH2:37][CH2:38]1>>[NH2:1][c:2]1[c:3](=[O:30])[nH:4][c:5]2[cH:6][cH:7][cH:8][c:9]([O:12][c:13]3[n:14][c:15]([NH:31][CH2:32][CH:33]4[N:34]([C:39](=[O:40])[O:41][C:42]([CH3:43])([CH3:44])[CH3:45])[CH2:35][CH2:36][CH2:37][CH2:38]4)[n:16][c:17](-[c:19]4[cH:20][cH:21][c:22]([C:25]([F:26])([F:27])[F:28])[cH:23][cH:24]4)[cH:18]3)[c:10]2[n:11]1. Reactants: solution, [H-].[Al+3].[Li+].[H-].[H-].[H-] (lithium aluminium hydride), O(C1=CC=CC=C1)CC=1SC=2C(N(CCCC2N1)CC1=CC=CC=C1)=O (5,6,7,8-tetrahydro-2-(phenoxymethyl)-5-(phenylmethyl)-4H-thiazolo[5,4-c]azepin-4-one). The solvent is C1CCOC1 (THF), C1CCOC1 (THF). Reaction conditions: time 1 hour. Yields the product O(C1=CC=CC=C1)CC=1SC=2CN(CCCC2N1)CC1=CC=CC=C1 (5,6,7,8-tetrahydro-2-(phenoxymethyl)-5-(phenylmethyl)-4H-thiazolo[5,4-c]azepine). The yield is 68.2%. Reaction SMILES: [H-].[Al+3].[Li+].[H-].[H-].[H-].[O:7]([CH2:14][C:15]1[S:16][C:17]2[C:18](=O)[N:19]([CH2:25][C:26]3[CH:31]=[CH:30][CH:29]=[CH:28][CH:27]=3)[CH2:20][CH2:21][CH2:22][C:23]=2[N:24]=1)[C:8]1[CH:13]=[CH:12][CH:11]=[CH:10][CH:9]=1>C1COCC1>[O:7]([CH2:14][C:15]1[S:16][C:17]2[CH2:18][N:19]([CH2:25][C:26]3[CH:31]=[CH:30][CH:29]=[CH:28][CH:27]=3)[CH2:20][CH2:21][CH2:22][C:23]=2[N:24]=1)[C:8]1[CH:13]=[CH:12][CH:11]=[CH:10][CH:9]=1 |f:0.1.2.3.4.5|. Procedure details: A 1 M solution of lithium aluminium hydride in THF (0.28 mL, 0.28 mmol) was added dropwise to a stirred solution of 5,6,7,8-tetrahydro-2-(phenoxymethyl)-5-(phenylmethyl)-4H-thiazolo[5,4-c]azepin-4-one (0.084 g, 0.23 mmol) in THF (1.8 mL) under N2 at 0° C. The mixture was stirred at room temperature for 1 hour and then quenched with a saturated solution of NH4Cl, diluted with DCM and filtered through a pad of diatomaceous earth. The solvents were evaporated in vacuo to yield 5,6,7,8-tetrahydro-2-... The product is CC(=O)c1c([N+](=O)[O-])ccc(Cl)c1S(=O)(=O)NCc1ccccc1. Starting materials: BrCc1ccccc1, O=C([O-])[O-], CC(=O)c1c([N+](=O)[O-])ccc(Cl)c1S(N)(=O)=O, CN(C)C=O, Cl, [K+], [K+]. Reaction SMILES: [Br:24][CH2:25][c:26]1[cH:27][cH:28][cH:29][cH:30][cH:31]1.[C:18](=[O:19])([O-:20])[O-:21].[C:1]([CH3:2])(=[O:3])[c:4]1[c:5]([S:14](=[O:15])(=[O:16])[NH2:17])[c:6]([Cl:13])[cH:7][cH:8][c:9]1[N+:10](=[O:11])[O-:12].[CH3:33][N:34]([CH3:35])[CH:36]=[O:37].[ClH:32].[K+:22].[K+:23]>>[C:1]([CH3:2])(=[O:3])[c:4]1[c:5]([S:14](=[O:15])(=[O:16])[NH:17][CH2:25][c:26]2[cH:27][cH:28][cH:29][cH:30][cH:31]2)[c:6]([Cl:13])[cH:7][cH:8][c:9]1[N+:10](=[O:11])[O-:12].